From a dataset of the Open Reaction Database (ORD), a public repository of structured organic reaction records. describe an organic reaction: reactants, conditions, products, and yield Reaction SMILES: [CH3:18][C:19](=[O:20])[O-:21].[CH3:1][O:2][CH:3]([CH2:4][CH:5]=[O:6])[CH2:7][CH:8]=[CH2:9].[CH3:23][CH2:24][OH:25].[NH2:15][OH:16].[Na+:17].[OH2:22].[S:10]([OH:11])([OH:12])(=[O:13])=[O:14]>>[CH3:1][O:2][CH:3]([CH2:4][CH:5]=[N:15][OH:16])[CH2:7][CH:8]=[CH2:9]. Starting materials: CC(=O)[O-], C=CCC(CC=O)OC, CCO, NO, [Na+], O, O=S(=O)(O)O. Yields the product C=CCC(CC=NO)OC. Starting materials: COC1=CC=C(C=C1)C1CC(CC1)=O (3-(4-methoxyphenyl)cyclopentanone), [BH4-].[Na+] (sodium borohydride). Run in CO (MeOH). Conditions: time 30 minute. The product is COC1=CC=C(C=C1)C1CC(CC1)O (3-(4-methoxyphenyl)cyclopentanol). RXN SMILES: [CH3:1][O:2][C:3]1[CH:8]=[CH:7][C:6]([CH:9]2[CH2:13][CH2:12][C:11](=[O:14])[CH2:10]2)=[CH:5][CH:4]=1.[BH4-].[Na+]>CO>[CH3:1][O:2][C:3]1[CH:4]=[CH:5][C:6]([CH:9]2[CH2:13][CH2:12][CH:11]([OH:14])[CH2:10]2)=[CH:7][CH:8]=1 |f:1.2|. Procedure: To a RT solution of 3-(4-methoxyphenyl)cyclopentanone (Step B) (482.5 mg, 2.54 mmol) in MeOH (5 ml) was added sodium borohydride (96 mg, 2.54 mmol). The reaction mixture was stirred under nitrogen for 30 minutes, then, concentrated, added water and extracted with ethyl acetate. The organic layer was washed with brine, dried over sodium sulfate, filtered, and the solvent was evaporated under reduced pressure to afford the title compound as a mixture of diastereomers that was used without further ... The reactants are C(C1=CC=CC=C1)OC(=O)NC1CN(C2=CC=CC=C2C1)C(C1=CC=C(C=C1)NC(C1=CC(=CC(=C1)Cl)Cl)=O)=O (3-benzyloxycarbonylamino-1-[4-(3,5-dichlorobenzoylamino)benzoyl]-1,2,3,4-tetrahydroquinoline), [H][H] (hydrogen). Reagents/catalysts: [Pd] (Pd-C). Solvent: C(C)(=O)O (acetic acid). Yields the product NC1CN(C2=CC=CC=C2C1)C(C1=CC=C(C=C1)NC(C1=CC(=CC(=C1)Cl)Cl)=O)=O (3-amino-1-[4-(3,5-dichlorobenzoylamino)benzoyl]-1,2,3,4-tetrahydroquinoline). Isolated yield 63.3%. RXN SMILES: C(OC([NH:11][CH:12]1[CH2:21][C:20]2[C:15](=[CH:16][CH:17]=[CH:18][CH:19]=2)[N:14]([C:22](=[O:40])[C:23]2[CH:28]=[CH:27][C:26]([NH:29][C:30](=[O:39])[C:31]3[CH:36]=[C:35]([Cl:37])[CH:34]=[C:33]([Cl:38])[CH:32]=3)=[CH:25][CH:24]=2)[CH2:13]1)=O)C1C=CC=CC=1.[H][H]>[Pd].C(O)(=O)C>[NH2:11][CH:12]1[CH2:21][C:20]2[C:15](=[CH:16][CH:17]=[CH:18][CH:19]=2)[N:14]([C:22](=[O:40])[C:23]2[CH:24]=[CH:25][C:26]([NH:29][C:30](=[O:39])[C:31]3[CH:36]=[C:35]([Cl:37])[CH:34]=[C:33]([Cl:38])[CH:32]=3)=[CH:27][CH:28]=2)[CH2:13]1. Reported procedure: To 3-benzyloxycarbonylamino-1-[4-(3,5-dichlorobenzoylamino)benzoyl]-1,2,3,4-tetrahydroquinoline (3.3 g) are added acetic acid (40 ml) and 10% Pd-C (0.4 g) and the reaction mixture is subjected to catalytic reduction at ordinary temperature under atmospheric pressure of hydrogen. One hour thereafter, the catalyst is removed by filtration and the filtrate is concentrated. The resulting residue is purified by silica gel column chromatography (eluent; dichloromethane:methanol=20:1), and recrystalliz...